This data is from the Open Reaction Database (ORD), a public repository of structured organic reaction records. The task is: describe an organic reaction: reactants, conditions, products, and yield Starting materials: C1(CCCC1)NC=1C=C(C=C2C=C(NC12)C1=CC=C(C=C1)N)Cl (Cyclopentyl-[2-(4-aminophenyl)-5-chloro-1H-indol-7-yl]-amine), CN1CCC(CC1)=O (1-methyl-piperidin-4-one). Yields the product C1(CCCC1)NC=1C=C(C=C2C=C(NC12)C1=CC=C(C=C1)NC1CCN(CC1)C)Cl (Cyclopentyl-{5-chloro-2-[4-(1-methyl-piperidin-4-yl)aminophenyl]-1H-indol-7-yl}-amine). RXN SMILES: [CH:1]1([NH:6][C:7]2[CH:8]=[C:9]([Cl:23])[CH:10]=[C:11]3[C:15]=2[NH:14][C:13]([C:16]2[CH:21]=[CH:20][C:19]([NH2:22])=[CH:18][CH:17]=2)=[CH:12]3)[CH2:5][CH2:4][CH2:3][CH2:2]1.[CH3:24][N:25]1[CH2:30][CH2:29][C:28](=O)[CH2:27][CH2:26]1>>[CH:1]1([NH:6][C:7]2[CH:8]=[C:9]([Cl:23])[CH:10]=[C:11]3[C:15]=2[NH:14][C:13]([C:16]2[CH:17]=[CH:18][C:19]([NH:22][CH:28]4[CH2:29][CH2:30][N:25]([CH3:24])[CH2:26][CH2:27]4)=[CH:20][CH:21]=2)=[CH:12]3)[CH2:5][CH2:4][CH2:3][CH2:2]1. Reported procedure: Cyclopentyl-[2-(4-aminophenyl)-5-chloro-1H-indol-7-yl]-amine prepared in Example 82 and 1-methyl-piperidin-4-one were reacted according to the same procedure as Step B of Example 1 to give the title compound. Reactants: O=C([O-])O, COc1ccccc1-c1cn(S(=O)(=O)c2ccc(C)cc2)c2ncc(B3OC(C)(C)C(C)(C)O3)cc12, COC(=O)C(O)c1cccc(Br)n1, [Na+], O. Product: COC(=O)C(O)c1cccc(-c2cnc3c(c2)c(-c2ccccc2OC)cn3S(=O)(=O)c2ccc(C)cc2)n1. Reaction SMILES: [C:50](=[O:51])([OH:52])[O-:53].[CH3:14][O:15][c:16]1[c:17](-[c:22]2[cH:23][n:24]([S:40](=[O:41])(=[O:42])[c:43]3[cH:44][cH:45][c:46]([CH3:49])[cH:47][cH:48]3)[c:25]3[n:26][cH:27][c:28]([B:31]4[O:32][C:33]([CH3:34])([CH3:35])[C:36]([CH3:37])([CH3:38])[O:39]4)[cH:29][c:30]23)[cH:18][cH:19][cH:20][cH:21]1.[CH3:1][O:2][C:3]([CH:4]([OH:5])[c:6]1[n:7][c:8]([Br:12])[cH:9][cH:10][cH:11]1)=[O:13].[Na+:54].[OH2:55]>>[CH3:1][O:2][C:3]([CH:4]([OH:5])[c:6]1[n:7][c:8](-[c:28]2[cH:27][n:26][c:25]3[n:24]([S:40](=[O:41])(=[O:42])[c:43]4[cH:44][cH:45][c:46]([CH3:49])[cH:47][cH:48]4)[cH:23][c:22](-[c:17]4[c:16]([O:15][CH3:14])[cH:21][cH:20][cH:19][cH:18]4)[c:30]3[cH:29]2)[cH:9][cH:10][cH:11]1)=[O:13].